This data is from the Open Reaction Database (ORD), a public repository of structured organic reaction records. The task is: describe an organic reaction: reactants, conditions, products, and yield Reactants: [H-].[H-].[H-].[H-].[Li+].[Al+3] (LiAlH4), C(C)OC(=O)C1=CN=C2SC3=C(N21)C=CC=C3 (imidazo[2,1-b]benzothiazole-3-carboxylic acid ethyl ester), NC=1SC2=C(N1)C=CC=C2 (2-aminobenzothiazole), Heterocycles. Solvent: C1CCOC1 (THF). The product is N=1C=C(N2C1SC1=C2C=CC=C1)CO (imidazo[2,1-b]benzothiazole-3-methanol). Yield: 74.0%. RXN SMILES: C([O:3][C:4]([C:6]1[N:13]2[C:9]([S:10][C:11]3[CH:17]=[CH:16][CH:15]=[CH:14][C:12]=32)=[N:8][CH:7]=1)=O)C.NC1SC2C=CC=CC=2N=1.[H-].[H-].[H-].[H-].[Li+].[Al+3]>C1COCC1>[N:8]1[CH:7]=[C:6]([CH2:4][OH:3])[N:13]2[C:12]3[CH:14]=[CH:15][CH:16]=[CH:17][C:11]=3[S:10][C:9]=12 |f:2.3.4.5.6.7|. Procedure: A solution of imidazo[2,1-b]benzothiazole-3-carboxylic acid ethyl ester (Formula J-1), (synthesized from 2-aminobenzothiazole by a modification of the procedures described by Fajeli et al., Heterocycles, 1986, 24, 379) (4.5 g) in THF (75 mL) was treated with LiAlH4 (0.91 g) and reacted for 5.25 hours. The suspension was quenched by serial additions of water and 15% sodium hydroxide. The suspension was diluted with THF and filtered. The filtrate was evaporated, the residue was triturated with hex... Starting materials: ClC1=CC2=C(NC(=N2)C2=NNC=C2[N+](=O)[O-])C=C1 (5-chloro-2-(4-nitro-1H-pyrazol-3-yl)-1H-benzoimidazole). The reagents and catalysts are [Pd] (palladium on carbon). The solvent is C(C)O (ethanol). Conditions: time 3 hour. Yields the product ClC1=CC2=C(NC(=N2)C2=NNC=C2N)C=C1 (3-(5-chloro-1H-benzoimidazol-2-yl)-1H-pyrazol-4-ylamine). The yield is 143.8%. RXN SMILES: [Cl:1][C:2]1[CH:18]=[CH:17][C:5]2[NH:6][C:7]([C:9]3[C:13]([N+:14]([O-])=O)=[CH:12][NH:11][N:10]=3)=[N:8][C:4]=2[CH:3]=1>C(O)C.[Pd]>[Cl:1][C:2]1[CH:18]=[CH:17][C:5]2[NH:6][C:7]([C:9]3[C:13]([NH2:14])=[CH:12][NH:11][N:10]=3)=[N:8][C:4]=2[CH:3]=1. Procedure: A solution of 5-chloro-2-(4-nitro-1H-pyrazol-3-yl)-1H-benzoimidazole [91 mg, Example 239(a)] in ethanol (40 mL), under nitrogen, was treated with palladium on carbon (spatula tip, 5%). The mixture was stirred under hydrogen for 3 hours and then filtered through Celite. The filter pad was washed well with dichloromethane. The combined filtrate and washings were evaporated to give 3-(5-chloro-1H-benzoimidazol-2-yl)-1H-pyrazol-4-ylamine (116 mg). LC-MS (METHOD A): RT=2 minutes; 234 (M+H)+. (b) 3-(5... Reactants: C1CN2CCN1CC2, CN(C)C(=S)Cl, CCC(C)(C)c1ccc(O)cc1, CN(C)C=O. Product: CCC(C)(C)c1ccc(OC(=S)N(C)C)cc1. Reaction SMILES: [CH2:19]1[N:20]2[CH2:21][CH2:22][N:23]([CH2:24][CH2:25]2)[CH2:26]1.[CH3:13][N:14]([C:15](=[S:16])[Cl:17])[CH3:18].[CH3:1][C:2]([CH2:3][CH3:4])([CH3:5])[c:6]1[cH:7][cH:8][c:9]([OH:12])[cH:10][cH:11]1.[O:27]=[CH:28][N:29]([CH3:30])[CH3:31]>>[CH3:1][C:2]([CH2:3][CH3:4])([CH3:5])[c:6]1[cH:7][cH:8][c:9]([O:12][C:15]([N:14]([CH3:13])[CH3:18])=[S:16])[cH:10][cH:11]1. The reactants are CCOC(=O)c1ncc2[nH]c3ccc(C(=O)c4ccccc4)cc3c2c1C, CC(=O)O, CCO, [H][H], [Pd]. The product is CCOC(=O)c1ncc2[nH]c3ccc(Cc4ccccc4)cc3c2c1C. Reaction SMILES: [CH2:1]([CH3:2])[O:3][C:4](=[O:5])[c:6]1[n:7][cH:8][c:9]2[nH:10][c:11]3[cH:12][cH:13][c:14]([C:20]([c:21]4[cH:22][cH:23][cH:24][cH:25][cH:26]4)=[O:27])[cH:15][c:16]3[c:17]2[c:18]1[CH3:19].[CH3:28][C:29](=[O:30])[OH:31].[CH3:34][CH2:35][OH:36].[H:32][H:33].[Pd:37]>>[CH2:1]([CH3:2])[O:3][C:4](=[O:5])[c:6]1[n:7][cH:8][c:9]2[nH:10][c:11]3[cH:12][cH:13][c:14]([CH2:20][c:21]4[cH:22][cH:23][cH:24][cH:25][cH:26]4)[cH:15][c:16]3[c:17]2[c:18]1[CH3:19]. The reactants are C(C1=CC=CC=C1)OC1=C(C=C(C=O)C=C1)OC (4-(benzyloxy)-3-methoxybenzaldehyde), C(#N)CC(=O)OC (methyl cyanoacetate). Reagents/catalysts: N1CCCCC1 (piperidine). Product: C(C1=CC=CC=C1)OC1=C(C=C(C=C1)C=C(C(=O)OC)C#N)OC (Methyl 3-(4-Benzyloxy-3-Methoxyphenyl)-2-Cyano-2-Propenoate). RXN SMILES: [CH2:1]([O:8][C:9]1[CH:16]=[CH:15][C:12]([CH:13]=O)=[CH:11][C:10]=1[O:17][CH3:18])[C:2]1[CH:7]=[CH:6][CH:5]=[CH:4][CH:3]=1.[C:19]([CH2:21][C:22]([O:24][CH3:25])=[O:23])#[N:20]>N1CCCCC1>[CH2:1]([O:8][C:9]1[CH:16]=[CH:15][C:12]([CH:13]=[C:21]([C:19]#[N:20])[C:22]([O:24][CH3:25])=[O:23])=[CH:11][C:10]=1[O:17][CH3:18])[C:2]1[CH:7]=[CH:6][CH:5]=[CH:4][CH:3]=1. Procedure details: A mixture of 4-(benzyloxy)-3-methoxybenzaldehyde (1.21 g, 0.005 mol), methyl cyanoacetate (0.50 g, 0.005 mol) methanol (10.0 mL) and piperidine (5 drops) is heated and stirred at reflux for 1 hour and cooled. The product, 3-(4-benzyloxy-3-methoxyphenyl)-2-cyano-2-propenoate is collected by filtration, washed with methanol and dried in air. The yield is 1.50 g (93%) of product having an absorption maximum at 364 nm in methylene chloride solution. The identity of the product is supported by mass s...